From a dataset of the Open Reaction Database (ORD), a public repository of structured organic reaction records. describe an organic reaction: reactants, conditions, products, and yield Yields the product C(=O)(OCC)C1(CC1)SCC1=CC=C(C=C1)OC (1-(carboethoxy)-1-(4-methoxybenzylthio)cyclopropane). Solvent: O1CCCC1 (tetrahydrofuran), O1CCCC1 (tetrahydrofuran). Starting materials: C[Si](N[Si](C)(C)C)(C)C.[Li] (lithium hexamethyldisilazane), solution, CN1C(N(CCC1)C)=O (1,3-dimethyl-3,4,5,6-tetrahydro-2(1H)-pyrimidinone), BrCCCl (1-bromo-2-chloroethane), C(=O)(OCC)CSCC1=CC=C(C=C1)OC (1-(carboethoxy)-1-(4-methoxybenzylthio)methane), C[Si](N[Si](C)(C)C)(C)C.[Li] (lithium hexamethyldisilazane). Run at temperature -78 celsius, time 45 minute. As a reaction SMILES: C[Si](C)(C)N[Si](C)(C)C.[Li].[C:11]([CH2:16][S:17][CH2:18][C:19]1[CH:24]=[CH:23][C:22]([O:25][CH3:26])=[CH:21][CH:20]=1)([O:13][CH2:14][CH3:15])=[O:12].CN1C[CH2:32][CH2:31]N(C)C1=O.BrCCCl>O1CCCC1>[C:11]([C:16]1([S:17][CH2:18][C:19]2[CH:20]=[CH:21][C:22]([O:25][CH3:26])=[CH:23][CH:24]=2)[CH2:32][CH2:31]1)([O:13][CH2:14][CH3:15])=[O:12] |f:0.1,^1:9|. Isolated yield 21.0%. Procedure: Cool lithium hexamethyldisilazane (6 mL of a 1.0M solution in tetrahydrofuran, 6.0 mmol) to -78° C. Add, by cannula transfer, a solution of 1-(carboethoxy)-1-(4-methoxybenzylthio)methane (1.36 g, 5.66 mmol) in tetrahydrofuran (10 mL). Stir for 45 minutes, add 1,3-dimethyl-3,4,5,6-tetrahydro-2(1H)-pyrimidinone (DMPU) (0.73 mL, 6.0 mmol) followed by 1-bromo-2-chloroethane (050 mL, 6.0 mmol) and stir to room temperature overnight. Cool to -78° C., add lithium hexamethyldisilazane (6.0 mL, 6.0 mmol)... Reactants: CCC1CC(N)CC1c1nnc2cnc3c(ccn3S(=O)(=O)c3ccc(C)cc3)n12, CC(C)(C)S(=O)Cl, CCOC(C)=O, CCN(C(C)C)C(C)C, O=C(OO)c1cccc(Cl)c1, ClCCl, [Na+], O=C([O-])O. Product: CCC1CC(NS(=O)(=O)C(C)(C)C)CC1c1nnc2cnc3c(ccn3S(=O)(=O)c3ccc(C)cc3)n12. As a reaction SMILES: [CH2:1]([CH3:2])[CH:3]1[CH2:4][CH:5]([NH2:30])[CH2:6][CH:7]1[c:8]1[n:9][n:10][c:11]2[n:12]1[c:13]1[c:14]([n:15][cH:16]2)[n:17]([S:20](=[O:21])(=[O:22])[c:23]2[cH:24][cH:25][c:26]([CH3:27])[cH:28][cH:29]2)[cH:18][cH:19]1.[CH3:40][C:41]([CH3:42])([CH3:43])[S:44](=[O:45])[Cl:46].[CH3:61][CH2:62][O:63][C:64]([CH3:65])=[O:66].[CH:31]([N:32]([CH2:33][CH3:34])[CH:35]([CH3:36])[CH3:37])([CH3:38])[CH3:39].[Cl:47][c:48]1[cH:49][cH:50][cH:51][c:52]([C:53]([O:54][OH:56])=[O:55])[cH:57]1.[Cl:58][CH2:59][Cl:60].[Na+:71].[O-:67][C:68]([OH:69])=[O:70]>>[CH2:1]([CH3:2])[CH:3]1[CH2:4][CH:5]([NH:30][S:44]([C:41]([CH3:40])([CH3:42])[CH3:43])(=[O:45])=[O:55])[CH2:6][CH:7]1[c:8]1[n:9][n:10][c:11]2[n:12]1[c:13]1[c:14]([n:15][cH:16]2)[n:17]([S:20](=[O:21])(=[O:22])[c:23]2[cH:24][cH:25][c:26]([CH3:27])[cH:28][cH:29]2)[cH:18][cH:19]1. The reactants are C(CC(=O)OCC)(=O)OCC (diethyl malonate), 10g, CO (methanol), C(C=C)#N (acrylonitrile), ice water, Cl (hydrochloric acid). Run in O1CCOCC1 (1,4-dioxane). Reaction conditions: time 8 hour. Yields the product C(#N)CCC(C(=O)OCC)(C(=O)OCC)CCC#N (Diethyl bis(2-cyanoethyl)malonate). Isolated yield 100.0%. RXN SMILES: [C:1]([O:9][CH2:10][CH3:11])(=[O:8])[CH2:2][C:3]([O:5][CH2:6][CH3:7])=[O:4].CO.[C:14](#[N:17])[CH:15]=[CH2:16].Cl>O1CCOCC1>[C:14]([CH2:15][CH2:16][C:2]([CH2:16][CH2:15][C:14]#[N:17])([C:3]([O:5][CH2:6][CH3:7])=[O:4])[C:1]([O:9][CH2:10][CH3:11])=[O:8])#[N:17]. Reported procedure: To a solution of diethyl malonate (81 g) in 100 g of 1,4-dioxane containing Triton B (10g of 40% methanol solution) was added dropwise acrylonitrile (55 g) in a period of 30 minutes. The reaction is highly exothermic, and the temperature was controlled at 30°-40° C. by means of a water bath. The reaction mixture was stirred overnight, and later poured into 600 ml of ice-water containing hydrochloric acid (5 ml of conc. HCl). The white precipitate formed was collected by filtration and washed wit... Reactants: C=CC#N, [Na+], O, O=S(=O)(O)O, O=S([O-])c1ccccc1. The product is N#CCCS(=O)(=O)c1ccccc1. Reaction SMILES: [CH2:11]=[CH:12][C:13]#[N:14].[Na+:10].[OH2:20].[S:15](=[O:16])(=[O:17])([OH:18])[OH:19].[c:1]1([S:7](=[O:8])[O-:9])[cH:2][cH:3][cH:4][cH:5][cH:6]1>>[c:1]1([S:7](=[O:8])(=[O:9])[CH2:11][CH2:12][C:13]#[N:14])[cH:2][cH:3][cH:4][cH:5][cH:6]1. Starting materials: FC(S(=O)(=O)OC1=CC=C(C=C1)C1CCC(CC1)CC(=O)OCC)(F)F (ethyl [4-(4-trifluoromethanesulfonyloxyphenyl)cyclohexyl]acetate), O (water), O1CCOCC1 (dioxane), C(C)(C)N(CC)C(C)C (diisopropylethylamine). Run at temperature 120 celsius. Reagents/catalysts: C(C)(=O)[O-].[Pd+2].C(C)(=O)[O-] (palladium acetate), C1(=CC=CC=C1)P([C-]1C=CC=C1)C1=CC=CC=C1.[C-]1(C=CC=C1)P(C1=CC=CC=C1)C1=CC=CC=C1.[Fe+2] (1,1′-bis(diphenylphosphino)ferrocene), [C-]#[O+].[C-]#[O+].[C-]#[O+].[C-]#[O+].[C-]#[O+].[C-]#[O+].[Mo] (molybdenum hexacarbonyl), CN(C1=CC=NC=C1)C (4-dimethylaminopyridine). Reaction SMILES: FC(F)(F)S(O[C:7]1[CH:12]=[CH:11][C:10]([CH:13]2[CH2:18][CH2:17][CH:16]([CH2:19][C:20]([O:22][CH2:23][CH3:24])=[O:21])[CH2:15][CH2:14]2)=[CH:9][CH:8]=1)(=O)=O.[O:27]1[CH2:32]COCC1.C(N(C(C)C)CC)(C)C.[OH2:42]>CN(C)C1C=CN=CC=1.[C-]#[O+].[C-]#[O+].[C-]#[O+].[C-]#[O+].[C-]#[O+].[C-]#[O+].[Mo].C([O-])(=O)C.[Pd+2].C([O-])(=O)C.C1(P(C2C=CC=CC=2)[C-]2C=CC=C2)C=CC=CC=1.[C-]1(P(C2C=CC=CC=2)C2C=CC=CC=2)C=CC=C1.[Fe+2]>[CH2:23]([O:22][C:20]([CH2:19][CH:16]1[CH2:17][CH2:18][CH:13]([C:10]2[CH:11]=[CH:12][C:7]([C:32]([OH:27])=[O:42])=[CH:8][CH:9]=2)[CH2:14][CH2:15]1)=[O:21])[CH3:24] |f:5.6.7.8.9.10.11,12.13.14,15.16.17|. Reported procedure: One third of the 3 g of ethyl [4-(4-trifluoromethanesulfonyloxyphenyl)cyclohexyl]acetate (3 g, 7.61 mmol, 1 eq.) is placed, respectively, in one third of the 18 mL of dioxane in three 20 mL microwave tubes. One third of each amount of the reagents molybdenum hexacarbonyl (1 g, 3.80 mmol, 0.5 eq.), 0.171 g of palladium acetate (II) (0.76 mmol, 0.1 eq.), 0.422 g of 1,1′-bis(diphenylphosphino)ferrocene (0.76 mmol, 0.1 eq.), 1.859 g of 4-dimethylaminopyridine (15.21 mmol, 2 eq.), 3.1 mL of diisoprop... Run in three. The product is C(C)OC(=O)CC1CCC(CC1)C1=CC=C(C(=O)O)C=C1 (4-(4-ethoxycarbonylmethylcyclohexyl)benzoic acid).